This data is from the Open Reaction Database (ORD), a public repository of structured organic reaction records. The task is: describe an organic reaction: reactants, conditions, products, and yield Reactants: ClCCl, [Ca+2], O=C(Cl)Oc1ccccc1, O=C([O-])Cl, O=S(=O)([O-])[O-], O=S(=O)=O. Yields the product O=C(Cl)Oc1ccc(S(=O)(=O)O)cc1. As a reaction SMILES: [CH2:25]([Cl:26])[Cl:27].[Ca+2:1].[Cl:11][C:12](=[O:13])[O:14][c:15]1[cH:16][cH:17][cH:18][cH:19][cH:20]1.[Cl:21][C:22]([O-:23])=[O:24].[O-:2][S:3]([O-:4])(=[O:5])=[O:6].[O:7]=[S:8](=[O:9])=[O:10]>>[O:2]=[S:3]([OH:4])(=[O:6])[c:18]1[cH:17][cH:16][c:15]([O:14][C:12]([Cl:11])=[O:13])[cH:20][cH:19]1.